This data is from the Open Reaction Database (ORD), a public repository of structured organic reaction records. The task is: describe an organic reaction: reactants, conditions, products, and yield Reactants: CC(C)OC(=O)/N=N/C(=O)OC(C)C (Diisopropylazodicarboxylate), C1(=CC=CC=C1)C (toluene), FC(OC1=CC=C(C=C1)C=1C=CC2=C(C(=NO2)O)C1)(F)F (5-(4-(trifluoromethoxy)phenyl)benzo[d]isoxazol-3-ol), C1(=CC=CC=C1)P(C1=CC=CC=C1)C1=CC=CC=C1 (triphenylphosphine), CN1C=NC(=C1)CO (1-methylimidazol-4-yl methanol). Run in C1CCOC1 (THF). Conditions: time 8 hour. The product is CN1C=NC(=C1)COC1=NOC2=C1C=C(C=C2)C2=CC=C(C=C2)OC(F)(F)F (3-((1-methyl-1H-imidazol-4-yl)methoxy)-5-(4-(trifluoromethoxy)phenyl)benzo[d]isoxazole). Yield: 30.3%. As a reaction SMILES: CC(OC(/N=N/C(OC(C)C)=O)=O)C.C1(C)C=CC=CC=1.[F:22][C:23]([F:42])([F:41])[O:24][C:25]1[CH:30]=[CH:29][C:28]([C:31]2[CH:32]=[CH:33][C:34]3[O:38][N:37]=[C:36]([OH:39])[C:35]=3[CH:40]=2)=[CH:27][CH:26]=1.C1(P(C2C=CC=CC=2)C2C=CC=CC=2)C=CC=CC=1.[CH3:62][N:63]1[CH:67]=[C:66]([CH2:68]O)[N:65]=[CH:64]1>C1COCC1>[CH3:62][N:63]1[CH:67]=[C:66]([CH2:68][O:39][C:36]2[C:35]3[CH:40]=[C:31]([C:28]4[CH:29]=[CH:30][C:25]([O:24][C:23]([F:22])([F:41])[F:42])=[CH:26][CH:27]=4)[CH:32]=[CH:33][C:34]=3[O:38][N:37]=2)[N:65]=[CH:64]1. Procedure details: Diisopropylazodicarboxylate 40% solution in toluene (0.27 mL, 0.51 mmol) was added under stirring to a solution of 5-(4-(trifluoromethoxy)phenyl)benzo[d]isoxazol-3-ol (100 mg, 0.34 mmol), triphenylphosphine on resin (3 mmol/g) (330 mg, 1 mmol), and 1-methylimidazol-4-yl methanol (60 mg, 0.51 mmol) in THF. The reaction mixture was stirred at ambient temperature overnight. Volatiles were evaporated under vacuum and the residue was purified on 12 g silica gel with 0-20% methanol in dichloromethane ... Reactants: δ(CDCl3), 2d, N[C@H]1[C@@H]2N(C(CS2)C(=O)OCC2=CC=CC=C2)C1=O (Benzyl 6β-aminopenam-3-carboxylate), COC(OC)OC (trimethylorthoformate), [N+](=O)([O-])C1=CC=C(C=O)C=C1 (4-nitrobenzaldehyde). The solvent is C(Cl)Cl (CH2Cl2), ClCCl (dichloromethane), CO (methanol). The product is [N+](=O)([O-])C1=CC=C(C=N[C@H]2[C@@H]3N(C(CS3)C(=O)OCC3=CC=CC=C3)C2=O)C=C1 (Benzyl 6β-(4-nitrobenzylideneamino)penam-3-caboxylate). Reaction SMILES: [NH2:1][C@@H:2]1[C:18](=[O:19])[N:4]2[CH:5]([C:8]([O:10][CH2:11][C:12]3[CH:17]=[CH:16][CH:15]=[CH:14][CH:13]=3)=[O:9])[CH2:6][S:7][C@H:3]12.COC(OC)OC.[N+:27]([C:30]1[CH:37]=[CH:36][C:33]([CH:34]=O)=[CH:32][CH:31]=1)([O-:29])=[O:28]>ClCCl.CO>[N+:27]([C:30]1[CH:37]=[CH:36][C:33]([CH:34]=[N:1][C@@H:2]2[C:18](=[O:19])[N:4]3[CH:5]([C:8]([O:10][CH2:11][C:12]4[CH:17]=[CH:16][CH:15]=[CH:14][CH:13]=4)=[O:9])[CH2:6][S:7][C@H:3]23)=[CH:32][CH:31]=1)([O-:29])=[O:28]. Procedure: Benzyl 6β-aminopenam-3-carboxylate (1.11 g, 4 m mol) in dry dichloromethane (4ml) with trimethylorthoformate (0.42 g, 0.44 ml, 4 m mol) was treated with 4-nitrobenzaldehyde (0.61 g, 0.4 m mol) in dry methanol (10 ml) at room temperature for 1.5 h. The mixture was then evaporated to dryness, triturated with ethanol and the solid material collected by filtration. Renystallisation from ethanol/ethylacetate gave almost colourless needles (1.2 g 74%); m.p. 95-96 C; νmax (CH2Cl2) 1795, 1750, 1530, 136... The reactants are CC(=O)[O-], CC(=O)[O-], COc1ccc(B(O)O)cc1, CN(C)C=O, CCOC(C)=O, COC(=O)Cc1cccc(I)c1C, [Na+], [Na+], O=C([O-])[O-], O, [Pd+2], Cc1ccccc1P(c1ccccc1C)c1ccccc1C. The product is COC(=O)Cc1cccc(-c2ccc(OC)cc2)c1C. As a reaction SMILES: [C:65]([O-:66])(=[O:67])[CH3:68].[C:70]([O-:71])(=[O:72])[CH3:73].[CH3:42][O:43][c:44]1[cH:45][cH:46][c:47]([B:50]([OH:51])[OH:52])[cH:48][cH:49]1.[CH3:53][N:54]([CH3:55])[CH:56]=[O:57].[CH3:58][CH2:59][O:60][C:61](=[O:62])[CH3:63].[I:29][c:30]1[c:31]([CH3:41])[c:32]([CH2:36][C:37](=[O:38])[O:39][CH3:40])[cH:33][cH:34][cH:35]1.[Na+:23].[Na+:24].[O-:25][C:26](=[O:27])[O-:28].[OH2:64].[Pd+2:69].[c:1]1([CH3:2])[cH:3][cH:4][cH:5][cH:6][c:7]1[P:8]([c:9]1[cH:10][cH:11][cH:12][cH:13][c:14]1[CH3:15])[c:16]1[cH:17][cH:18][cH:19][cH:20][c:21]1[CH3:22]>>[c:30]1(-[c:47]2[cH:46][cH:45][c:44]([O:43][CH3:42])[cH:49][cH:48]2)[c:31]([CH3:41])[c:32]([CH2:36][C:37](=[O:38])[O:39][CH3:40])[cH:33][cH:34][cH:35]1. Starting materials: C(C)(C)(C)OC(=O)NC(C(=O)OC)CC1=NC2=CC(=CC=C2C=C1CP(=O)(OCC)OCC)OCC (methyl α-t-butoxycarbonylamino-3-diethylphosphonomethyl-7-ethoxy-2-quinolinepropionate), Cl (HCl). The product is N[C@@H](C(=O)O)CC1=NC2=CC(=CC=C2C=C1CP(=O)(O)O)OCC ((R)-α-amino-3-phosphonomethyl-7-ethoxy-2-quinolinepropanoic acid). As a reaction SMILES: C(OC([NH:8][CH:9]([CH2:14][C:15]1[C:24]([CH2:25][P:26]([O:31]CC)([O:28]CC)=[O:27])=[CH:23][C:22]2[C:17](=[CH:18][C:19]([O:34][CH2:35][CH3:36])=[CH:20][CH:21]=2)[N:16]=1)[C:10]([O:12]C)=[O:11])=O)(C)(C)C.Cl>>[NH2:8][C@H:9]([CH2:14][C:15]1[C:24]([CH2:25][P:26]([OH:31])([OH:28])=[O:27])=[CH:23][C:22]2[C:17](=[CH:18][C:19]([O:34][CH2:35][CH3:36])=[CH:20][CH:21]=2)[N:16]=1)[C:10]([OH:12])=[O:11]. Procedure: Deprotection of the amino acid was effected in refluxing 6M HCl for 6 h. Evaporation of the solvent gave a residue which was put onto an acidic ion-exchange resin and eluted with water. Collection of ninhydrin-sensitive fractions and evaporation of solvent gave (R)-α-amino-3-phosphonomethyl-7-ethoxy-2-quinolinepropanoic acid. 13C-NMR (D2O plus NH3 vapours): δ (ppm) 174.7, 158.7, 156.3, 146.3, 138.0, 137.9, 128.6, 122.6, 118.8, 106.2, 64.4, 54.1, 34.2, 34.0, 32.8, 13.9. The reactants are [Li+].C[Si](C)(C)[N-][Si](C)(C)C (LHMDS), NC=1SC=CN1 (2-aminothiazole), CN1C=C(C2=CC=C(C=C12)S(=O)(=O)OC1=C(C(=C(C(=C1F)F)F)F)F)C1=C(C=C(C=C1)C(F)(F)F)C1=CCN(CC1)C(=O)OC(C)(C)C (tert-butyl 4-(2-(1-methyl-6-((perfluorophenoxy)sulfonyl)-1H-indol-3-yl)-5-(trifluoromethyl)phenyl)-5,6-dihydropyridine-1(2H)-carboxylate), CN1C=C(C2=CC=C(C=C12)S(=O)(=O)OC1=C(C(=C(C(=C1F)F)F)F)F)C1=C(C=C(C=C1)C(F)(F)F)C1=CCN(CC1)C(=O)OC(C)(C)C (tert-butyl 4-(2-(1-methyl-6-((perfluorophenoxy)sulfonyl)-1H-indol-3-yl)-5-(trifluoromethyl)phenyl)-5,6-dihydropyridine-1(2H)-carboxylate), C1=CSC(=N1)N (aminothiazole), C(=O)(C(F)(F)F)O (TFA), [Li+].C[Si](C)(C)[N-][Si](C)(C)C (LHMDS). Run in C1CCOC1 (THF). Conditions: temperature 0 celsius, time 15 minute. Product: FC(C(=O)O)(F)F.CN1C=C(C2=CC=C(C=C12)S(=O)(=O)NC=1SC=CN1)C1=C(C=C(C=C1)C(F)(F)F)C=1CCNCC1 (1-methyl-3-(2-(1,2,3,6-tetrahydropyridin-4-yl)-4-(trifluoromethyl)phenyl)-N-(thiazol-2-yl)-1H-indole-6-sulfonamide 2,2,2-trifluoroacetate). RXN SMILES: [NH2:1][C:2]1[S:3][CH:4]=[CH:5][N:6]=1.[CH3:7][N:8]1[C:16]2[C:11](=[CH:12][CH:13]=[C:14]([S:17](OC3C(F)=C(F)C(F)=C(F)C=3F)(=[O:19])=[O:18])[CH:15]=2)[C:10]([C:32]2[CH:37]=[CH:36][C:35]([C:38]([F:41])([F:40])[F:39])=[CH:34][C:33]=2[C:42]2[CH2:47][CH2:46][N:45](C(OC(C)(C)C)=O)[CH2:44][CH:43]=2)=[CH:9]1.[Li+].C[Si]([N-][Si](C)(C)C)(C)C.[C:65]([OH:71])([C:67]([F:70])([F:69])[F:68])=[O:66]>C1COCC1>[F:68][C:67]([F:70])([F:69])[C:65]([OH:71])=[O:66].[CH3:7][N:8]1[C:16]2[C:11](=[CH:12][CH:13]=[C:14]([S:17]([NH:1][C:2]3[S:3][CH:4]=[CH:5][N:6]=3)(=[O:19])=[O:18])[CH:15]=2)[C:10]([C:32]2[CH:37]=[CH:36][C:35]([C:38]([F:40])([F:39])[F:41])=[CH:34][C:33]=2[C:42]2[CH2:47][CH2:46][NH:45][CH2:44][CH:43]=2)=[CH:9]1 |f:2.3,6.7|. Procedure details: A flask containing a mixture of 2-aminothiazole (7.93 mg, 0.079 mmol), tert-butyl 4-(2-(1-methyl-6-((perfluorophenoxy)sulfonyl)-1H-indol-3-yl)-5-(trifluoromethyl)phenyl)-5,6-dihydropyridine-1(2H)-carboxylate (INTERMEDIATE O) (0.053 g, 0.075 mmol), and THF (0.503 ml) was cooled to 0° C. LHMDS (1.0M in THF) (0.151 ml, 0.151 mmol) was added dropwise and the reaction was stirred for 15 minutes at 0° C. An additional equivalent of aminothiazole was added, followed by 2 equivalents of LHMDS solution. ... The reactants are CCCCc1cc(C(F)(F)F)ccc1C=CC(=O)O, Cl, CC(N)c1cc(F)c(NS(C)(=O)=O)c(F)c1. Product: CCCCc1cc(C(F)(F)F)ccc1C=CC(=O)NC(C)c1cc(F)c(NS(C)(=O)=O)c(F)c1. RXN SMILES: [CH2:18]([CH2:19][CH2:20][CH3:21])[c:22]1[c:23]([CH:32]=[CH:33][C:34](=[O:35])[OH:36])[cH:24][cH:25][c:26]([C:28]([F:29])([F:30])[F:31])[cH:27]1.[ClH:17].[NH2:1][CH:2]([CH3:3])[c:4]1[cH:5][c:6]([F:16])[c:7]([NH:11][S:12](=[O:13])(=[O:14])[CH3:15])[c:8]([F:10])[cH:9]1>>[NH:1]([CH:2]([CH3:3])[c:4]1[cH:5][c:6]([F:16])[c:7]([NH:11][S:12](=[O:13])(=[O:14])[CH3:15])[c:8]([F:10])[cH:9]1)[C:34]([CH:33]=[CH:32][c:23]1[c:22]([CH2:18][CH2:19][CH2:20][CH3:21])[cH:27][c:26]([C:28]([F:29])([F:30])[F:31])[cH:25][cH:24]1)=[O:35]. Reactants: [Br-], C1CCOC1, CCCCCC1CCC(C2CCC(C=O)(CCCCC)CC2)CC1, CC(C)(C)[O-], C[P+](c1ccccc1)(c1ccccc1)c1ccccc1, [K+], O. Yields the product C=CC1(CCCCC)CCC(C2CCC(CCCCC)CC2)CC1. Reaction SMILES: [Br-:37].[CH2:32]1[O:33][CH2:34][CH2:35][CH2:36]1.[CH2:7]([CH2:8][CH2:9][CH2:10][CH3:11])[C:12]1([CH:29]=[O:30])[CH2:13][CH2:14][CH:15]([CH:18]2[CH2:19][CH2:20][CH:21]([CH2:24][CH2:25][CH2:26][CH2:27][CH3:28])[CH2:22][CH2:23]2)[CH2:16][CH2:17]1.[CH3:1][C:2]([CH3:3])([O-:4])[CH3:5].[CH3:38][P+:39]([c:40]1[cH:41][cH:42][cH:43][cH:44][cH:45]1)([c:46]1[cH:47][cH:48][cH:49][cH:50][cH:51]1)[c:52]1[cH:53][cH:54][cH:55][cH:56][cH:57]1.[K+:6].[OH2:31]>>[CH2:1]=[CH:29][C:12]1([CH2:7][CH2:8][CH2:9][CH2:10][CH3:11])[CH2:13][CH2:14][CH:15]([CH:18]2[CH2:19][CH2:20][CH:21]([CH2:24][CH2:25][CH2:26][CH2:27][CH3:28])[CH2:22][CH2:23]2)[CH2:16][CH2:17]1.